Dataset: the Open Reaction Database (ORD), a public repository of structured organic reaction records. Task: describe an organic reaction: reactants, conditions, products, and yield Starting materials: ClC1=CC=C2C(=C1)N(CC21CCN(CC1)C#N)C1=C(C=CC=C1)F (6-chloro-1'-cyano-1-(2-fluorophenyl)spiro[indoline-3,4'-piperidine]), [H-].[Al+3].[Li+].[H-].[H-].[H-] (lithium aluminum hydride), C(\C=C/C(=O)O)(=O)O (maleic acid), O (water). The solvent is O1CCCC1 (tetrahydrofuran), O1CCCC1 (tetrahydrofuran), CCOCC (ether). Yields the product C(\C=C/C(=O)O)(=O)O.ClC1=CC=C2C(=C1)N(CC21CCNCC1)C1=C(C=CC=C1)F (6-chloro-1-(2-fluorophenyl)spiro[indoline-3,4'-piperidine] maleate). RXN SMILES: [Cl:1][C:2]1[CH:7]=[C:6]2[N:8]([C:18]3[CH:23]=[CH:22][CH:21]=[CH:20][C:19]=3[F:24])[CH2:9][C:10]3([CH2:15][CH2:14][N:13](C#N)[CH2:12][CH2:11]3)[C:5]2=[CH:4][CH:3]=1.[H-].[Al+3].[Li+].[H-].[H-].[H-].O.[C:32]([OH:39])(=[O:38])/[CH:33]=[CH:34]\[C:35]([OH:37])=[O:36]>O1CCCC1.CCOCC>[C:32]([OH:39])(=[O:38])/[CH:33]=[CH:34]\[C:35]([OH:37])=[O:36].[Cl:1][C:2]1[CH:7]=[C:6]2[N:8]([C:18]3[CH:23]=[CH:22][CH:21]=[CH:20][C:19]=3[F:24])[CH2:9][C:10]3([CH2:15][CH2:14][NH:13][CH2:12][CH2:11]3)[C:5]2=[CH:4][CH:3]=1 |f:1.2.3.4.5.6,11.12|. Procedure: A solution of 3.4 g of 6-chloro-1'-cyano-1-(2-fluorophenyl)spiro[indoline-3,4'-piperidine], Example 26, in 50 ml of tetrahydrofuran is added dropwise to a refluxing slurry of 1.0 g of lithium aluminum hydride in 50 ml of tetrahydrofuran. After total addition the mixture is stirred at reflux for 2.5 hours before being treated with water and alkali. The resulting oily product, in ether, is converted to its maleic acid salt which is recrystallized from an ethyl alcohol-ether mixture to provide off-... Reactants: CC1=C(C=CC(=C1)N1C(C(CC1)C)=O)C1=CC=C(C=C1)C(=O)O (2'-methyl-4'-(3-methyl-2-oxopyrrolidin-1-yl)biphenyl-4-carboxylic acid), C([O-])([O-])=O.[K+].[K+] (potassium carbonate), IC (iodomethane). Solvent: CN(C)C=O (DMF), O (water). Run at time 3 hour. The product is CC1=C(C=CC(=C1)N1C(C(CC1)C)=O)C1=CC=C(C=C1)C(=O)OC (Methyl 2'-methyl-4'-(3-methyl-2-oxopyrrolidin-1-yl)biphenyl-4-carboxylate). Yield: 98.4%. Reaction SMILES: [CH3:1][C:2]1[CH:7]=[C:6]([N:8]2[CH2:12][CH2:11][CH:10]([CH3:13])[C:9]2=[O:14])[CH:5]=[CH:4][C:3]=1[C:15]1[CH:20]=[CH:19][C:18]([C:21]([OH:23])=[O:22])=[CH:17][CH:16]=1.[C:24](=O)([O-])[O-].[K+].[K+].IC>CN(C=O)C.O>[CH3:1][C:2]1[CH:7]=[C:6]([N:8]2[CH2:12][CH2:11][CH:10]([CH3:13])[C:9]2=[O:14])[CH:5]=[CH:4][C:3]=1[C:15]1[CH:16]=[CH:17][C:18]([C:21]([O:23][CH3:24])=[O:22])=[CH:19][CH:20]=1 |f:1.2.3|. Procedure: A stirred solution of 2'-methyl-4'-(3-methyl-2-oxopyrrolidin-1-yl)biphenyl-4-carboxylic acid (D21, 0.35 g, 0.0011 mole) in DMF (5 ml) at 25° C. was treated with anhydrous potassium carbonate (0.27 g, 0.0020 mole) and iodomethane (0.08 ml, 0.0014 mole). The mixture was stirred for 3 hours, then diluted with water (100 ml) and extracted with ethyl acetate (2×100 ml). The combined extract was washed with water (2×100 ml), then dried (Na2SO4) and concentrated in vacuo to afford the title compound as... Yields the product C1(=CC=CC=C1)C=1NC2=NC=CC=C2C1 (2-phenyl-7-azaindole), C(C1=CC=CC=C1)(=O)NC1=NC=CC=C1C (2-benzamido-3-picoline). Procedure: 2-phenyl-7-azaindole was prepared in two steps. First, 2-amino-3-picoline was reacted with benzoyl chloride in chloroform in the presence of pyridine to produce 2-benzamido-3-picoline in 33% yield. Second, pyrolysis of 2-benzamido-3-picoline in N-methylaniline in the presence of NaH at 280° C. was performed to produce 2-phenyl-7-azaindole (FIG. 18) in 58% yield. This compound was characterized by NMR spectroscopy. Solvent: C(Cl)(Cl)Cl (chloroform). Starting materials: NC1=NC=CC=C1C (2-amino-3-picoline), C(C1=CC=CC=C1)(=O)Cl (benzoyl chloride), N1=CC=CC=C1 (pyridine). As a reaction SMILES: [NH2:1][C:2]1[C:7]([CH3:8])=[CH:6][CH:5]=[CH:4][N:3]=1.[C:9](Cl)(=[O:16])[C:10]1[CH:15]=[CH:14][CH:13]=[CH:12][CH:11]=1.N1C=CC=CC=1>C(Cl)(Cl)Cl>[C:10]1([C:9]2[NH:1][C:2]3[C:7]([CH:8]=2)=[CH:6][CH:5]=[CH:4][N:3]=3)[CH:15]=[CH:14][CH:13]=[CH:12][CH:11]=1.[C:9]([NH:1][C:2]1[C:7]([CH3:8])=[CH:6][CH:5]=[CH:4][N:3]=1)(=[O:16])[C:10]1[CH:15]=[CH:14][CH:13]=[CH:12][CH:11]=1. Reactants: C1(=CC=CC=C1)S(=O)(=O)Cl (benzenesulfonyl chloride), C1(CCCC(N1)=O)=O (glutarimide), ClC1=CC(=C(C=C1O)N1C(CC(CC1=O)C(F)(F)F)=O)F (N-(4'-chloro-2'-fluoro-5'-hydroxyphenyl)-3-(trifluoromethyl)glutarimide), ClC1=CC(=C(C=C1O)N1C(CC(CC1=O)C(F)(F)F)=O)F (N-(4'-chloro-2'-fluoro-5'-hydroxyphenyl)-3-(trifluoromethyl)glutarimide), N1=CC=CC=C1 (pyridine). The solvent is O (water), C(Cl)Cl (methylene chloride), C(Cl)Cl (methylene chloride). Conditions: time 12 hour. The product is ClC1=CC(=C(C=C1OS(=O)(=O)C1=CC=CC=C1)N1C(CC(CC1=O)C(F)(F)F)=O)F (N-(4'-chloro-2'-fluoro-5'-(benzenesulphonyloxy)phenyl)-3-(trifluoromethyl)glutarimide). Isolated yield 81.6%. As a reaction SMILES: [Cl:1][C:2]1[C:7]([OH:8])=[CH:6][C:5]([N:9]2[C:14](=[O:15])[CH2:13][CH:12]([C:16]([F:19])([F:18])[F:17])[CH2:11][C:10]2=[O:20])=[C:4]([F:21])[CH:3]=1.N1C=CC=CC=1.[C:28]1([S:34](Cl)(=[O:36])=[O:35])[CH:33]=[CH:32][CH:31]=[CH:30][CH:29]=1.C1(=O)NC(=O)CCC1>C(Cl)Cl.O>[Cl:1][C:2]1[C:7]([O:8][S:34]([C:28]2[CH:33]=[CH:32][CH:31]=[CH:30][CH:29]=2)(=[O:36])=[O:35])=[CH:6][C:5]([N:9]2[C:14](=[O:15])[CH2:13][CH:12]([C:16]([F:18])([F:17])[F:19])[CH2:11][C:10]2=[O:20])=[C:4]([F:21])[CH:3]=1. Reported procedure: To a solution of N-(4'-chloro-2'-fluoro-5'-hydroxyphenyl)-3-(trifluoromethyl)glutarimide (1.64 g, 5.05 mmol, Compound 19) in about 20 ml of methylene chloride was added via syringe nearly 2.5 eq. of pyridine (1 ml) which had been freshly distilled from CaH2. Then a solution of benzenesulfonyl chloride (0.64 ml, 5.0 mmol) in 4.5 ml of methylene chloride was slowly added dropwise to the reaction mixture with ice bath cooling. The reaction mixture was allowed to warm to room temperature and stirred... The reactants are NC[C@H](CN1CCC(CC1)OC1=CC(=C(C=C1)Cl)Cl)O ((2R)-1-amino-3-[4-(3,4-dichlorophenoxy)piperidin-1-yl]propan-2-ol), O=C1SC(=C(N1)C(C(F)(F)F)(F)F)C(=O)O (2-oxo-4-(pentafluoroethyl)-2,3-dihydro-1,3-thiazole-5-carboxylic acid). Product: ClC=1C=C(OC2CCN(CC2)C[C@@H](CNC(=O)C2=C(NC(S2)=O)C(C(F)(F)F)(F)F)O)C=CC1Cl (N-{(2R)-3-[4-(3,4-Dichlorophenoxy)piperidin-1-yl]-2-hydroxypropyl}-2-oxo-4-(pentafluoroethyl)-2,3-dihydro-1,3-thiazole-5-carboxamide). The yield is 26.5%. RXN SMILES: [NH2:1][CH2:2][C@@H:3]([OH:20])[CH2:4][N:5]1[CH2:10][CH2:9][CH:8]([O:11][C:12]2[CH:17]=[CH:16][C:15]([Cl:18])=[C:14]([Cl:19])[CH:13]=2)[CH2:7][CH2:6]1.[O:21]=[C:22]1[NH:26][C:25]([C:27]([F:33])([F:32])[C:28]([F:31])([F:30])[F:29])=[C:24]([C:34](O)=[O:35])[S:23]1>>[Cl:19][C:14]1[CH:13]=[C:12]([CH:17]=[CH:16][C:15]=1[Cl:18])[O:11][CH:8]1[CH2:9][CH2:10][N:5]([CH2:4][C@H:3]([OH:20])[CH2:2][NH:1][C:34]([C:24]2[S:23][C:22](=[O:21])[NH:26][C:25]=2[C:27]([F:33])([F:32])[C:28]([F:31])([F:30])[F:29])=[O:35])[CH2:6][CH2:7]1. Procedure: Prepared as Example 1 using (2R)-1-amino-3-[4-(3,4-dichlorophenoxy)piperidin-1-yl]propan-2-ol (0.158 g) and 2-oxo-4-(pentafluoroethyl)-2,3-dihydro-1,3-thiazole-5-carboxylic acid (0.130 g) to yield the title compound as a colourless solid (0.074 g). The reactants are C(=O)[O-] (formate), ω-amino-alkanoic acid (1H-pyrazol-3-yl-5-aryl)-amides, amino acid, N1(CCCC1)CCCC(=O)O (4-pyrrolidin-1-yl-butyric acid), C(C)N1C=C(C2=CC=CC=C12)C=1C=C(NN1)N (5-(1-ethyl-1H-indol-3-yl)-2H-pyrazol-3-ylamine). Product: C(C)N1C=C(C2=CC=CC=C12)C=1C=C(NN1)NC(CCCN1CCCC1)=O (N-[5-(1-Ethyl-1H-indol-3-yl)-2H-pyrazol-3-yl]-4-pyrrolidin-1-yl-butyramide). The yield is 42.1%. As a reaction SMILES: [CH2:1]([N:3]1[C:11]2[C:6](=[CH:7][CH:8]=[CH:9][CH:10]=2)[C:5]([C:12]2[CH:13]=[C:14]([NH2:17])[NH:15][N:16]=2)=[CH:4]1)[CH3:2].[N:18]1([CH2:23][CH2:24][CH2:25][C:26](O)=[O:27])[CH2:22][CH2:21][CH2:20][CH2:19]1.C([O-])=O>>[CH2:1]([N:3]1[C:11]2[C:6](=[CH:7][CH:8]=[CH:9][CH:10]=2)[C:5]([C:12]2[CH:13]=[C:14]([NH:17][C:26](=[O:27])[CH2:25][CH2:24][CH2:23][N:18]3[CH2:22][CH2:21][CH2:20][CH2:19]3)[NH:15][N:16]=2)=[CH:4]1)[CH3:2]. Reported procedure: The product was prepared according to the general synthetic method for the synthesis of ω-amino-alkanoic acid (1H-pyrazol-3-yl-5-aryl)-amides via the amino acid route, starting from 5-(1-ethyl-1H-indol-3-yl)-2H-pyrazol-3-ylamine (99.0 mg, 0.5 mmol, 1.0 eq) and 4-pyrrolidin-1-yl-butyric acid (118 mg, 0.75 mmol). The crude product was purified via preparative HPLC; the title product (77.0 mg, 42% yield) was obtained as formate salt. Starting materials: CO, C=Cc1ccc2c(c1)OCO2. Yields the product CCc1ccc2c(c1)OCO2. As a reaction SMILES: [CH3:12][OH:13].[CH:1](=[CH2:2])[c:3]1[cH:4][c:5]2[c:6]([cH:10][cH:11]1)[O:7][CH2:8][O:9]2>>[CH2:1]([CH3:2])[c:3]1[cH:4][c:5]2[c:6]([cH:10][cH:11]1)[O:7][CH2:8][O:9]2. The reactants are O=C([O-])[O-], CN(C)C=O, Cc1cc(F)ccc1C1(CCCCl)OCCO1, [I-], [K+], [K+], [K+], O=C1NCN(c2ccccc2)C12CCNCC2, O. The product is Cc1cc(F)ccc1C1(CCCN2CCC3(CC2)C(=O)NCN3c2ccccc2)OCCO1. Reaction SMILES: [C:35](=[O:36])([O-:37])[O-:38].[CH3:44][N:45]([CH3:46])[CH:47]=[O:48].[Cl:1][CH2:2][CH2:3][CH2:4][C:5]1([c:10]2[c:11]([CH3:17])[cH:12][c:13]([F:16])[cH:14][cH:15]2)[O:6][CH2:7][CH2:8][O:9]1.[I-:42].[K+:39].[K+:40].[K+:41].[O:18]=[C:19]1[NH:20][CH2:21][N:22]([c:29]2[cH:30][cH:31][cH:32][cH:33][cH:34]2)[C:23]12[CH2:24][CH2:25][NH:26][CH2:27][CH2:28]2.[OH2:43]>>[CH2:2]([CH2:3][CH2:4][C:5]1([c:10]2[c:11]([CH3:17])[cH:12][c:13]([F:16])[cH:14][cH:15]2)[O:6][CH2:7][CH2:8][O:9]1)[N:26]1[CH2:25][CH2:24][C:23]2([C:19](=[O:18])[NH:20][CH2:21][N:22]2[c:29]2[cH:30][cH:31][cH:32][cH:33][cH:34]2)[CH2:28][CH2:27]1. The reactants are CCOC(=O)c1nn(CCN(C)C)cc1-c1ccc(F)cc1, CO, CO, [Na+], [OH-], O. The product is CN(C)CCn1cc(-c2ccc(F)cc2)c(C(=O)O)n1. Reaction SMILES: [CH2:1]([CH3:2])[O:3][C:4](=[O:5])[c:6]1[n:7][n:8]([CH2:18][CH2:19][N:20]([CH3:21])[CH3:22])[cH:9][c:10]1-[c:11]1[cH:12][cH:13][c:14]([F:17])[cH:15][cH:16]1.[CH3:25][OH:26].[CH3:28][OH:29].[Na+:24].[OH-:23].[OH2:27]>>[O:3]=[C:4]([OH:5])[c:6]1[n:7][n:8]([CH2:18][CH2:19][N:20]([CH3:21])[CH3:22])[cH:9][c:10]1-[c:11]1[cH:12][cH:13][c:14]([F:17])[cH:15][cH:16]1.